Dataset: the Open Reaction Database (ORD), a public repository of structured organic reaction records. Task: describe an organic reaction: reactants, conditions, products, and yield The reactants are CCO, O=C(O)CCC(=O)c1ccc(-c2ccc(Cl)cc2F)cc1, Cl, NO, [Na+], [Na+], O=C([O-])[O-]. Product: O=C(O)CCC(=NO)c1ccc(-c2ccc(Cl)cc2F)cc1. Reaction SMILES: [CH3:31][CH2:32][OH:33].[Cl:1][c:2]1[cH:3][c:4]([F:21])[c:5](-[c:8]2[cH:9][cH:10][c:11]([C:14]([CH2:15][CH2:16][C:17](=[O:18])[OH:19])=[O:20])[cH:12][cH:13]2)[cH:6][cH:7]1.[ClH:22].[NH2:23][OH:24].[Na+:25].[Na+:26].[O-:27][C:28](=[O:29])[O-:30]>>[Cl:1][c:2]1[cH:3][c:4]([F:21])[c:5](-[c:8]2[cH:9][cH:10][c:11]([C:14]([CH2:15][CH2:16][C:17](=[O:18])[OH:19])=[N:23][OH:24])[cH:12][cH:13]2)[cH:6][cH:7]1. Starting materials: ClC1=C(C=C(S1)C(C)=O)[N+](=O)[O-] (1-(5-chloro-4-nitro-2-thienyl)ethanone), FC1=C(C(=C(C=C1F)F)F)S (2,3,5,6-tetrafluorobenzenethiol). Product: [N+](=O)([O-])C=1C=C(SC1SC1=C(C(=CC(=C1F)F)F)F)C(C)=O (1-[4-nitro-5-(2,3,5,6-tetrafluorophenyl)sulfanyl-2-thienyl]ethanone). Isolated yield 17.4%. RXN SMILES: Cl[C:2]1[S:6][C:5]([C:7](=[O:9])[CH3:8])=[CH:4][C:3]=1[N+:10]([O-:12])=[O:11].[F:13][C:14]1[C:19]([F:20])=[CH:18][C:17]([F:21])=[C:16]([F:22])[C:15]=1[SH:23]>>[N+:10]([C:3]1[CH:4]=[C:5]([C:7](=[O:9])[CH3:8])[S:6][C:2]=1[S:23][C:15]1[C:14]([F:13])=[C:19]([F:20])[CH:18]=[C:17]([F:21])[C:16]=1[F:22])([O-:12])=[O:11]. Procedure: Prepared by a similar procedure to that described for example 18 from the 1-(5-chloro-4-nitro-2-thienyl)ethanone (200 mg, 0.98 mmol) and 2,3,5,6-tetrafluorobenzenethiol (178 mg, 0.98 mmol) to afford the title product as a solid (60 mg, 18% yield). 1H NMR (400 MHz, d6-DMSO) δ: 8.54 (1H, s), 8.41 (1H, m). MS m/z: 349.75 [M+H]+. Reactants: Cn1nnc(N(Cc2cc(C(F)(F)F)cc(C(F)(F)F)c2)Cc2cc(C(F)(F)F)ccc2C(C)(O)C2CCC2)n1, [H-], CI, [Na+], C1CCOC1. Yields the product COC(C)(c1ccc(C(F)(F)F)cc1CN(Cc1cc(C(F)(F)F)cc(C(F)(F)F)c1)c1nnn(C)n1)C1CCC1. RXN SMILES: [F:1][C:2]([c:3]1[cH:4][c:5]([CH2:6][N:7]([c:8]2[n:9][n:10][n:11]([CH3:13])[n:12]2)[CH2:14][c:15]2[c:16]([C:25]([CH3:26])([OH:27])[CH:28]3[CH2:29][CH2:30][CH2:31]3)[cH:17][cH:18][c:19]([C:21]([F:22])([F:23])[F:24])[cH:20]2)[cH:32][c:33]([C:35]([F:36])([F:37])[F:38])[cH:34]1)([F:39])[F:40].[H-:41].[I:43][CH3:44].[Na+:42].[O:45]1[CH2:46][CH2:47][CH2:48][CH2:49]1>>[F:1][C:2]([c:3]1[cH:4][c:5]([CH2:6][N:7]([c:8]2[n:9][n:10][n:11]([CH3:13])[n:12]2)[CH2:14][c:15]2[c:16]([C:25]([CH3:26])([O:27][CH3:44])[CH:28]3[CH2:29][CH2:30][CH2:31]3)[cH:17][cH:18][c:19]([C:21]([F:22])([F:23])[F:24])[cH:20]2)[cH:32][c:33]([C:35]([F:36])([F:37])[F:38])[cH:34]1)([F:39])[F:40]. The reactants are O1CC(CCC1)C=1C(=NC=CN1)OC1=CC=C(N)C=C1 (4-(3-(Tetrahydro-2H-pyran-3-yl)pyrazin-2-yloxy)aniline), ClC=1SC2=C(N1)C=CC=C2 (2-chlorobenzothiazole). Solvent: C(C)(C)O (isopropyl alcohol), C([O-])(O)=O.[Na+] (sodium bicarbonate). The product is O1CC(CCC1)C=1C(=NC=CN1)OC1=CC=C(C=C1)NC=1SC2=C(N1)C=CC=C2 (N-(4-(3-(tetrahydro-2H-pyran-3-yl)pyrazin-2-yloxy)phenyl)benzo[d]thiazol-2-amine). Reaction SMILES: [O:1]1[CH2:6][CH2:5][CH2:4][CH:3]([C:7]2[C:8]([O:13][C:14]3[CH:20]=[CH:19][C:17]([NH2:18])=[CH:16][CH:15]=3)=[N:9][CH:10]=[CH:11][N:12]=2)[CH2:2]1.Cl[C:22]1[S:23][C:24]2[CH:30]=[CH:29][CH:28]=[CH:27][C:25]=2[N:26]=1>C(O)(C)C.C(=O)(O)[O-].[Na+]>[O:1]1[CH2:6][CH2:5][CH2:4][CH:3]([C:7]2[C:8]([O:13][C:14]3[CH:20]=[CH:19][C:17]([NH:18][C:22]4[S:23][C:24]5[CH:30]=[CH:29][CH:28]=[CH:27][C:25]=5[N:26]=4)=[CH:16][CH:15]=3)=[N:9][CH:10]=[CH:11][N:12]=2)[CH2:2]1 |f:3.4|. Reported procedure: 4-(3-(Tetrahydro-2H-pyran-3-yl)pyrazin-2-yloxy)aniline (0.082 g, 0.30 mmol) and 2-chlorobenzothiazole (0.039 mL, 0.30 mmol) were mixed in isopropyl alcohol (0.50 mL) in a microwave tube. The tube was sealed, and the reaction mixture was refluxed for 2.5 h. The reaction mixture was cooled to room temperature, diluted with sat. sodium bicarbonate, and extracted with EtOAc (2×). The combined organic layers were washed with sat. sodium chloride, dried over magnesium sulfate, filtered, and concentrat... Reactants: BrC1=C(O)C=C(C(=C1)O)Br (2,5-dibromohydroquinone), [N+](=O)([O-])[O-].[NH4+].[Ce] (cerium ammonium nitrate). Run in O (water), C(C)#N (acetonitrile). Run at time 10 minute. Yields the product BrC=1C(C=C(C(C1)=O)Br)=O (2,5-Dibromobenzoquinone). Yield: 0.1%. RXN SMILES: [Br:1][C:2]1[CH:8]=[C:7]([OH:9])[C:6]([Br:10])=[CH:5][C:3]=1[OH:4].[N+]([O-])([O-])=O.[NH4+].[Ce]>C(#N)C.O>[Br:1][C:2]1[C:3](=[O:4])[CH:5]=[C:6]([Br:10])[C:7](=[O:9])[CH:8]=1 |f:1.2.3|. Procedure: To a solution of 2,5-dibromohydroquinone (1) (5 g, 18.6 mol) in acetonitrile (250 ml) was added cerium ammonium nitrate (21.4 g, 39.0 mmol), in small portions. The clear orange solution was stirred for 10 min at room temperature, diluted with water (80 ml) and extracted with chloroform (3×200 ml). The combined chloroform layers were dried over sodium sulphate and evaporated, yielding 3.5 g (71%) of the quinone (2).